From a dataset of the Open Reaction Database (ORD), a public repository of structured organic reaction records. describe an organic reaction: reactants, conditions, products, and yield Reactants: C1(CCC2=CC=CC=C12)=O (1-indanone), C[Mg]Br (methyl magnesium bromide). Solvent: CCOCC (ether), CCOCC (ether). Product: OC1(CCC2=CC=CC=C12)C (1-Hydroxy-1-methyl-2,3-dihydro-1H-indene). Isolated yield 87.5%. RXN SMILES: [C:1]1(=[O:10])[C:9]2[C:4](=[CH:5][CH:6]=[CH:7][CH:8]=2)[CH2:3][CH2:2]1.[CH3:11][Mg]Br>CCOCC>[OH:10][C:1]1([CH3:11])[C:9]2[C:4](=[CH:5][CH:6]=[CH:7][CH:8]=2)[CH2:3][CH2:2]1. Procedure: A solution of 25.05 g (0.190 mol) of 1-indanone in 250 ml of anhydrous ether was added over 45 min to a solution of 81.0 ml (0.243 mol) of 3.0M methyl magnesium bromide in ether under N2 whilst stirring magnetically. After completion of the addition, the reaction was heated to reflux for 40 min, allowed to cool, then quenched with 30 ml of saturated ammonium chloride solution. The ether layer was decanted from a white solid, washed with water (2×100 ml), then with saturated sodium chloride solut... Starting materials: FC1=CC2=C(C(=NO2)C2CCNCC2)C=C1 (4-(6-fluoro-1,2-benzisoxazol-3-yl)piperidine), C(=O)([O-])[O-].[K+].[K+] (K2CO3), C(Br)C1CO1 (epibromohydrin). Run in C(C)#N (acetonitrile). Product: C(\C=C\C(=O)O)(=O)O.O1C(CN2CCC(CC2)C2=NOC3=C2C=CC(=C3)F)C1 (N-[2,3-Epoxypropyl)-4-(6-fluoro-1,2-benzisoxazol-3-yl)piperidine fumarate). Yield: 33.3%. As a reaction SMILES: [F:1][C:2]1[CH:16]=[CH:15][C:5]2[C:6]([CH:9]3[CH2:14][CH2:13][NH:12][CH2:11][CH2:10]3)=[N:7][O:8][C:4]=2[CH:3]=1.[C:17]([O-:20])([O-:19])=O.[K+].[K+].[CH2:23]([CH:25]1[O:27][CH2:26]1)Br>C(#N)C>[C:4]([OH:27])(=[O:8])/[CH:5]=[CH:15]/[C:17]([OH:20])=[O:19].[O:27]1[CH2:26][CH:25]1[CH2:23][N:12]1[CH2:11][CH2:10][CH:9]([C:6]2[C:5]3[CH:15]=[CH:16][C:2]([F:1])=[CH:3][C:4]=3[O:8][N:7]=2)[CH2:14][CH2:13]1 |f:1.2.3,6.7|. Reported procedure: A mixture of 4-(6-fluoro-1,2-benzisoxazol-3-yl)piperidine (11 g, 50 mmol), K2CO3 (7.5 g, 54 mmol) and epibromohydrin (9 g, 54 mmol) in acetonitrile (150 ml) was heated at reflux for 16 hours. The mixture was filtered and concentrated to dryness. The crude product was purified by flash chromatography (SiO2, 180 g, eluted with methylene chloride (DCM), and 1-2% CH3OH in DCM). The material thus purified as off-white solids weighed 8.7 g (63%). This material (3 g) was converted to fumarate salt in e...